From a dataset of the Open Reaction Database (ORD), a public repository of structured organic reaction records. describe an organic reaction: reactants, conditions, products, and yield Reactants: ClC=1C=C(C=CC1)C(CC(=O)OCC)C[N+](=O)[O-] (ethyl 3-(3-chlorophenyl)-4-nitrobutanoate), ice water. Reagents/catalysts: [Ni] (Raney Nickel). Solvent: C(C)O (ethanol), C(C)O (ethanol). The product is NCC(CC(=O)OCC)C1=CC(=CC=C1)Cl (ethyl 4-amino-3-(3-chlorophenyl)butanoate). The yield is 78.0%. RXN SMILES: [Cl:1][C:2]1[CH:3]=[C:4]([CH:8]([CH2:15][N+:16]([O-])=O)[CH2:9][C:10]([O:12][CH2:13][CH3:14])=[O:11])[CH:5]=[CH:6][CH:7]=1>C(O)C.[Ni]>[NH2:16][CH2:15][CH:8]([C:4]1[CH:5]=[CH:6][CH:7]=[C:2]([Cl:1])[CH:3]=1)[CH2:9][C:10]([O:12][CH2:13][CH3:14])=[O:11]. Procedure details: In a 2 L pressure jar, under inert atmosphere, 196 g (733 mmoles) of ethyl 3-(3-chlorophenyl)-4-nitrobutanoate 377 are dissolved in 200 ml of ethanol. A suspension of 200 g of predried (3×, ethanol) Raney Nickel in 700 ml of ethanol is added and the mixture hydrogenated on a Parr hydrogenator at a maximum of 20 psi H2 pressure (STRONGLY EXOTHERMIC REACTION, ice/water cooling required). The mixture is degassed, filtered on a Celite/Norite pad, and the filtrate concentrated in vacuo, to give 136.7... Starting materials: ClCCl, ClCCCl, O=Cc1ccc(F)cc1Cl, [K+], O=[N+]([O-])[O-], O=S(=O)(O)O. Product: O=Cc1cc([N+](=O)[O-])c(F)cc1Cl. Reaction SMILES: [CH2:25]([Cl:26])[Cl:27].[Cl:1][CH2:2][CH2:3][Cl:4].[Cl:5][c:6]1[c:7]([CH:8]=[O:9])[cH:10][cH:11][c:12]([F:14])[cH:13]1.[K+:15].[O-:16][N+:17]([O-:18])=[O:19].[S:20](=[O:21])(=[O:22])([OH:23])[OH:24]>>[Cl:5][c:6]1[c:7]([CH:8]=[O:9])[cH:10][c:11]([N+:17](=[O:16])[O-:18])[c:12]([F:14])[cH:13]1. The reactants are O=C([O-])[O-], CS(=O)(=O)OCCOc1ccc(Nc2ncc(Br)cn2)cc1, COC(=O)C1CCNCC1, [Na+], [Na+], CN(C)C=O. The product is COC(=O)C1CCN(CCOc2ccc(Nc3ncc(Br)cn3)cc2)CC1. As a reaction SMILES: [C:33](=[O:34])([O-:35])[O-:36].[CH3:1][S:2]([O:3][CH2:6][CH2:7][O:8][c:9]1[cH:10][cH:11][c:12]([NH:15][c:16]2[n:17][cH:18][c:19]([Br:22])[cH:20][n:21]2)[cH:13][cH:14]1)(=[O:4])=[O:5].[NH:23]1[CH2:24][CH2:25][CH:26]([C:27](=[O:28])[O:29][CH3:30])[CH2:31][CH2:32]1.[Na+:37].[Na+:38].[O:39]=[CH:40][N:41]([CH3:42])[CH3:43]>>[CH2:6]([CH2:7][O:8][c:9]1[cH:10][cH:11][c:12]([NH:15][c:16]2[n:17][cH:18][c:19]([Br:22])[cH:20][n:21]2)[cH:13][cH:14]1)[N:23]1[CH2:24][CH2:25][CH:26]([C:27](=[O:28])[O:29][CH3:30])[CH2:31][CH2:32]1. Reactants: CN(C=O)C (Dimethylformamide), BrCCCCCCCCCBr (1,9-dibromononane), OC1=CC=C(C=O)C=C1 (4-hydroxybenzaldehyde), C([O-])([O-])=O.[K+].[K+] (potassium carbonate). Solvent: O (water). Run at temperature 90 celsius, time 1.5 hour. Yields the product C(=O)C1=CC=C(OCCCCCCCCCOC2=CC=C(C=C2)C=O)C=C1 (1,9-bis(4-formylphenoxy)nonane). Reaction SMILES: CN(C)[CH:3]=[O:4].Br[CH2:7][CH2:8][CH2:9][CH2:10][CH2:11][CH2:12][CH2:13][CH2:14][CH2:15]Br.[OH:17][C:18]1[CH:25]=[CH:24][C:21]([CH:22]=[O:23])=[CH:20][CH:19]=1.[C:26](=[O:29])([O-])[O-].[K+].[K+]>O>[CH:22]([C:21]1[CH:24]=[CH:25][C:18]([O:17][CH2:7][CH2:8][CH2:9][CH2:10][CH2:11][CH2:12][CH2:13][CH2:14][CH2:15][O:29][C:26]2[CH:11]=[CH:10][C:9]([CH:3]=[O:4])=[CH:8][CH:7]=2)=[CH:19][CH:20]=1)=[O:23] |f:3.4.5|. Reported procedure: Dimethylformamide (150 ml) was added to 21.3 g of 1,9-dibromononane, 19.8 g of 4-hydroxybenzaldehyde and 21.7 g of potassium carbonate, and the mixture was stirred at 90° C. for 1.5 hours. The reaction mixture was cooled to room temperature and poured into water, and the thus formed precipitate was washed with water and then dried under a reduced pressure to obtain 26.9 g of 1,9-bis(4-formylphenoxy)nonane. Reactants: FC(F)(F)c1ccc(CBr)o1, O=C([O-])[O-], ClCCl, [Cs+], [Cs+], CCc1nc2c(N)nc3cc(O)ccc3c2s1, CN(C)C=O. Yields the product CCc1nc2c(N)nc3cc(OCc4ccc(C(F)(F)F)o4)ccc3c2s1. Reaction SMILES: [Br:29][CH2:30][c:31]1[o:32][c:33]([C:36]([F:37])([F:38])[F:39])[cH:34][cH:35]1.[C:18](=[O:19])([O-:20])[O-:21].[Cl:40][CH2:41][Cl:42].[Cs+:22].[Cs+:23].[NH2:1][c:2]1[n:3][c:4]2[cH:5][c:6]([OH:17])[cH:7][cH:8][c:9]2[c:10]2[c:11]1[n:12][c:13]([CH2:15][CH3:16])[s:14]2.[O:24]=[CH:25][N:26]([CH3:27])[CH3:28]>>[NH2:1][c:2]1[n:3][c:4]2[cH:5][c:6]([O:17][CH2:30][c:31]3[o:32][c:33]([C:36]([F:37])([F:38])[F:39])[cH:34][cH:35]3)[cH:7][cH:8][c:9]2[c:10]2[c:11]1[n:12][c:13]([CH2:15][CH3:16])[s:14]2. Reactants: COC1=CSC=C1 (3-methoxythiophene), C(CCCCCCCC)O (1-nonanol), C1(=CC=CC=C1)C (toluene). The reagents and catalysts are C1(=CC=C(C=C1)S(=O)(=O)O)C (p-toluenesulfonic acid). Solvent: CO.C1(=CC=CC=C1)C (methanol toluene). Yields the product C(CCCCCCCC)OC1=CSC=C1 (3-n-nonyloxythiophene). The yield is 74.2%. Reaction SMILES: [CH3:1][O:2][C:3]1[CH:7]=[CH:6][S:5][CH:4]=1.[CH2:8](O)[CH2:9][CH2:10][CH2:11][CH2:12][CH2:13][CH2:14][CH2:15]C.C1(C)C=CC=CC=1>C1(C)C=CC(S(O)(=O)=O)=CC=1.CO.C1(C)C=CC=CC=1>[CH2:1]([O:2][C:3]1[CH:7]=[CH:6][S:5][CH:4]=1)[CH2:8][CH2:9][CH2:10][CH2:11][CH2:12][CH2:13][CH2:14][CH3:15] |f:4.5|. Procedure: 25 cm3 of 3-methoxythiophene (0.25 mole), 50 cm3 of 1-nonanol (0.28 mol) and 30 cm3 of toluene were heated to 120° C. together with 1 g of p-toluenesulfonic acid, and about 9.5 cm3 of a methanol/toluene mixture were distilled off over a period of 3 hours. The workup was carried out as described in Example 1. Fractionation through a 30 cm Vigreux column at 0.26 mbar gave 42 g of 3-n-nonyloxythiophene of boiling point 102° to 105° C., which corresponds to 74% of the theoretical yield. 1H-NMR and m...